This data is from the Open Reaction Database (ORD), a public repository of structured organic reaction records. The task is: describe an organic reaction: reactants, conditions, products, and yield Starting materials: COC=1C=C(C=CC1OC)C1=NN=C(C(C2=C1C=C(C(=C2)OC)OC)CC)C (1-(3,4-dimethoxyphenyl)-4-methyl-5-ethyl-7,8-dimethoxy-5H-2,3-benzodiazepine), [BH4-].[Na+] (sodium borohydride). The solvent is C(C)(=O)O (acetic acid), O (water). Yields the product COC=1C=C(C=CC1OC)C1=NNC(C(C2=C1C=C(C(=C2)OC)OC)CC)C (1-(3,4-dimethoxyphenyl)-4-methyl-5-ethyl-7,8-dimethoxy-3,4-dihydro-5H-2,3-benzodiazepine). As a reaction SMILES: [CH3:1][O:2][C:3]1[CH:4]=[C:5]([C:11]2[C:17]3[CH:18]=[C:19]([O:24][CH3:25])[C:20]([O:22][CH3:23])=[CH:21][C:16]=3[CH:15]([CH2:26][CH3:27])[C:14]([CH3:28])=[N:13][N:12]=2)[CH:6]=[CH:7][C:8]=1[O:9][CH3:10].[BH4-].[Na+]>C(O)(=O)C.O>[CH3:1][O:2][C:3]1[CH:4]=[C:5]([C:11]2[C:17]3[CH:18]=[C:19]([O:24][CH3:25])[C:20]([O:22][CH3:23])=[CH:21][C:16]=3[CH:15]([CH2:26][CH3:27])[CH:14]([CH3:28])[NH:13][N:12]=2)[CH:6]=[CH:7][C:8]=1[O:9][CH3:10] |f:1.2|. Reported procedure: To a solution of 3.82 g (0.01 mole) of 1-(3,4-dimethoxyphenyl)-4-methyl-5-ethyl-7,8-dimethoxy-5H-2,3-benzodiazepine in 38 ml of glacial acetic acid a solution of 3 g of sodium borohydride in 10 ml of water is dropped within 2 hours at 3° to 8° C., under stirring. Then the reaction mixture is stirred further for 5 hours at 20° to 25° C. and evaporated in vacuo. The residue (18 g) is dissolved in 30 ml of water, and 10 ml of a 40% sodium hydroxide solution are added. The product separated in soft ... Starting materials: resultant mixture, [H-].[Al+3].[Li+].[H-].[H-].[H-] (lithium aluminum hydride), O (water), O (water), [OH-].[Na+] (sodium hydroxide), ClC=1C=C(C=CC1Cl)C(C(=O)OCC)(CC=C)NC=O (Ethyl 2-(3,4-dichlorophenyl)-2-formylamino-4-pentenoate). Run in O1CCCC1 (tetrahydrofuran), O1CCCC1 (tetrahydrofuran). The product is Cl.ClC=1C=C(C=CC1Cl)C(CO)(CC=C)NC (2-(3,4-dichlorophenyl)-2-methylamino-4-pentenol hydrochloride). The yield is 166.0%. RXN SMILES: [H-].[Al+3].[Li+].[H-].[H-].[H-].[Cl:7][C:8]1[CH:9]=[C:10]([C:15]([NH:24][CH:25]=O)([CH2:21][CH:22]=[CH2:23])[C:16](OCC)=[O:17])[CH:11]=[CH:12][C:13]=1[Cl:14].O.[OH-].[Na+]>O1CCCC1>[ClH:7].[Cl:7][C:8]1[CH:9]=[C:10]([C:15]([NH:24][CH3:25])([CH2:21][CH:22]=[CH2:23])[CH2:16][OH:17])[CH:11]=[CH:12][C:13]=1[Cl:14] |f:0.1.2.3.4.5,8.9,11.12|. Procedure details: Under argon flow, lithium aluminum hydride (78 g) was suspended in dehydrated tetrahydrofuran (1 L). Ethyl 2-(3,4-dichlorophenyl)-2-formylamino-4-pentenoate (334 g) in dehydrated tetrahydrofuran (1 L) was added to the suspension at room temperature, followed by refluxing for 15 minutes. After the mixture was cooled with ice, water (78 mL), 15% aqueous sodium hydroxide (78 mL), and then water (234 mL) were added to the mixture, and the resultant mixture was stirred at room temperature for one hou... The reactants are CC(C)(C)OC(=O)c1ccc(CBr)cc1, O=C([O-])[O-], Cc1c(Cl)[nH]c(=O)[nH]c1=O, CO, CN(C)C=O, ClCCl, [Cs+], [Cs+]. Product: Cc1c(Cl)[nH]c(=O)n(Cc2ccc(C(=O)OC(C)(C)C)cc2)c1=O. As a reaction SMILES: [Br:17][CH2:18][c:19]1[cH:20][cH:21][c:22]([C:23](=[O:24])[O:25][C:26]([CH3:27])([CH3:28])[CH3:29])[cH:30][cH:31]1.[C:11](=[O:12])([O-:13])[O-:14].[CH3:1][c:2]1[c:3](=[O:10])[nH:4][c:5](=[O:9])[nH:6][c:7]1[Cl:8].[CH3:32][OH:33].[CH3:37][N:38]([CH3:39])[CH:40]=[O:41].[Cl:34][CH2:35][Cl:36].[Cs+:15].[Cs+:16]>>[CH3:1][c:2]1[c:3](=[O:10])[n:4]([CH2:18][c:19]2[cH:20][cH:21][c:22]([C:23](=[O:24])[O:25][C:26]([CH3:27])([CH3:28])[CH3:29])[cH:30][cH:31]2)[c:5](=[O:9])[nH:6][c:7]1[Cl:8]. Reactants: ClCCNC(=O)N[C@@H]1COCC1 ((S)-1-(2-chloroethyl)-3-(tetrahydrofuran-3-yl)urea), [H-].[Na+] (NaH). The solvent is C1CCOC1 (THF). Run at temperature -20 celsius, time 0.5 hour. The product is O1C[C@H](CC1)N1C(NCC1)=O ((S)-1-(tetrahydrofuran-3-yl)imidazolidin-2-one). Isolated yield 29.2%. As a reaction SMILES: Cl[CH2:2][CH2:3][NH:4][C:5]([NH:7][C@H:8]1[CH2:12][CH2:11][O:10][CH2:9]1)=[O:6].[H-].[Na+]>C1COCC1>[O:10]1[CH2:11][CH2:12][C@H:8]([N:7]2[CH2:2][CH2:3][NH:4][C:5]2=[O:6])[CH2:9]1 |f:1.2|. Procedure: A −20° C. solution of (S)-1-(2-chloroethyl)-3-(tetrahydrofuran-3-yl)urea (0.11 g, 0.571 mmol) in THF (6 mL) was treated with NaH (60% in mineral oil, 0.057 g, 1.428 mmol), stirred at −20° C. for 0.5 h, then at RT for 1 h. The mixture was treated with satd. NH4Cl and H2O, extracted with EtOAc (3×) and THF (2×) and the combined organics were washed with brine (1×), dried over MgSO4, concentrated to dryness and purified via silica gel chromatography (MeOH/DCM) to afford (S)-1-(tetrahydrofuran-3-yl)... Reactants: C=CC(=O)OCC(C)O, ClCCCl, ClCCl, O=C(O)CCCCCBr. The product is C=CC(=O)OCC(C)OC(=O)CCCCCBr. RXN SMILES: [C:10]([CH:11]=[CH2:12])(=[O:13])[O:14][CH2:15][CH:16]([CH3:17])[OH:18].[CH2:19]([Cl:20])[CH2:21][Cl:22].[Cl:23][CH2:24][Cl:25].[OH:1][C:2](=[O:3])[CH2:4][CH2:5][CH2:6][CH2:7][CH2:8][Br:9]>>[O:1]=[C:2]([O:3][CH:16]([CH2:15][O:14][C:10]([CH:11]=[CH2:12])=[O:13])[CH3:17])[CH2:4][CH2:5][CH2:6][CH2:7][CH2:8][Br:9]. Reaction SMILES: [C:1]([C:5]1[CH:10]=[CH:9][C:8]([C:11]#[C:12][C:13]2[CH:18]=[CH:17][C:16]([NH2:19])=[C:15]([CH3:20])[CH:14]=2)=[CH:7][CH:6]=1)([CH3:4])([CH3:3])[CH3:2].[CH3:21][C:22]1[O:23][C:24](=O)[C:25]2[CH:31]=[CH:30][CH:29]=[CH:28][C:26]=2[N:27]=1>C(O)(=O)C>[C:1]([C:5]1[CH:10]=[CH:9][C:8]([C:11]#[C:12][C:13]2[CH:18]=[CH:17][C:16]([N:19]3[C:24](=[O:23])[C:25]4[C:26](=[CH:28][CH:29]=[CH:30][CH:31]=4)[N:27]=[C:22]3[CH3:21])=[C:15]([CH3:20])[CH:14]=2)=[CH:7][CH:6]=1)([CH3:4])([CH3:3])[CH3:2]. The reactants are C(C)(C)(C)C1=CC=C(C=C1)C#CC1=CC(=C(C=C1)N)C (4-((4-tert-butylphenyl)ethynyl)-2-methyl benzene amine), CC=1OC(C2=C(N1)C=CC=C2)=O (2-methyl-4H-benzo[d][1,3]oxazin-4-one). Procedure: 4-iodo-2-methylbenzenamine 24 (233 mg, 1 mmol) on reaction with 1-tert-butyl-4-ethynylbenzene (25b, 158 mg, 1 mmol) by employing Sonagashira coupling conditions using Pd(PPh3)4 (69.3 mg, 0.06 equiv) as catalyst, CuI (22.8 mg, 0.12 equiv) as cocatalyst, butyl amine (261 mg, 3 equiv) as base and ether as solvent and kept the reaction for 6 h. After completion of the reaction as indicated by TLC and the reaction mixture is extracted into ether (4×25 mL) from the aqueous layer and concentrated in va... The product is C(C)(C)(C)C1=CC=C(C=C1)C#CC1=CC(=C(C=C1)N1C(=NC2=CC=CC=C2C1=O)C)C (3-(4-((4-tert-butylphenyl)ethynyl)-2-methylphenyl)-2-methylquinazolin-4(3H)-one). The solvent is C(C)(=O)O (acetic acid). Starting materials: N1C(=O)NC(=O)CC1=O (barbituric acid), P(=O)(Cl)(Cl)Cl (phosphoryl chloride), CN(C)C=O (DMF), ice water. Run at time 4 hour. Product: O=C1NC(C(C(N1)=O)C=O)=O (2,4,6-trioxohexahydropyrimidine-5-carbaldehyde). RXN SMILES: P(Cl)(Cl)(Cl)=O.[NH:6]1[C:13](=[O:14])[CH2:12][C:10](=[O:11])[NH:9][C:7]1=[O:8].CN([CH:18]=[O:19])C>>[O:8]=[C:7]1[NH:9][C:10](=[O:11])[CH:12]([CH:18]=[O:19])[C:13](=[O:14])[NH:6]1. Reported procedure: 9.03 ml of phosphoryl chloride are added dropwise to 2 ml of dry DMF with ice-cooling. 1.5 g of barbituric acid are subsequently added, and the mixture is stirred at 100° for 4 h. The mixture is cooled, poured into ice-water, the precipitate is separated off, rinsed with water and dried at 45°, giving 2.5 g of “1”. Reactants: O=c1ccccn1C(=S)n1ccccc1=O, Nc1cc2cc(Cl)cc(Cl)c2cn1, ClCCl. Yields the product S=C=Nc1cc2cc(Cl)cc(Cl)c2cn1. Reaction SMILES: [C:14](=[S:15])([n:16]1[cH:17][cH:18][cH:19][cH:20][c:21]1=[O:22])[n:23]1[cH:24][cH:25][cH:26][cH:27][c:28]1=[O:29].[Cl:1][c:2]1[cH:3][c:4]2[cH:5][c:6]([NH2:13])[n:7][cH:8][c:9]2[c:10]([Cl:12])[cH:11]1.[Cl:30][CH2:31][Cl:32]>>[Cl:1][c:2]1[cH:3][c:4]2[cH:5][c:6]([N:13]=[C:14]=[S:15])[n:7][cH:8][c:9]2[c:10]([Cl:12])[cH:11]1. Reactants: Cn1cc(Br)cc(Nc2ccc3c(n2)CCNC3)c1=O, [BH3-]C#N, CO, [Cl-], [Cl-], Cl, [Na+], O=C1COC1, O, [Zn+2]. Product: Cn1cc(Br)cc(Nc2ccc3c(n2)CCN(C2COC2)C3)c1=O. As a reaction SMILES: [Br:2][c:3]1[cH:4][c:5]([NH:11][c:12]2[n:13][c:14]3[c:19]([cH:20][cH:21]2)[CH2:18][NH:17][CH2:16][CH2:15]3)[c:6](=[O:10])[n:7]([CH3:9])[cH:8]1.[C:27]([BH3-:28])#[N:29].[CH3:32][OH:33].[Cl-:34].[Cl-:36].[ClH:1].[Na+:30].[O:22]1[CH2:23][C:24](=[O:26])[CH2:25]1.[OH2:31].[Zn+2:35]>>[Br:2][c:3]1[cH:4][c:5]([NH:11][c:12]2[n:13][c:14]3[c:19]([cH:20][cH:21]2)[CH2:18][N:17]([CH:24]2[CH2:23][O:22][CH2:25]2)[CH2:16][CH2:15]3)[c:6](=[O:10])[n:7]([CH3:9])[cH:8]1.